This data is from the Open Reaction Database (ORD), a public repository of structured organic reaction records. The task is: describe an organic reaction: reactants, conditions, products, and yield Reactants: CCCCc1nc(C(O)(C(C)C)C(C)C)c(C#N)n1Cc1ccc(-c2ccccc2C(=O)OC(C)(C)C)cc1, CCO, [Na+], [OH-]. The product is CCCCc1nc(C(O)(C(C)C)C(C)C)c(C(N)=O)n1Cc1ccc(-c2ccccc2C(=O)OC(C)(C)C)cc1. RXN SMILES: [C:3]([CH3:4])([CH3:5])([CH3:6])[O:7][C:8](=[O:9])[c:10]1[c:11](-[c:16]2[cH:17][cH:18][c:19]([CH2:22][n:23]3[c:24]([CH2:38][CH2:39][CH2:40][CH3:41])[n:25][c:26]([C:30]([CH:31]([CH3:32])[CH3:33])([CH:34]([CH3:35])[CH3:36])[OH:37])[c:27]3[C:28]#[N:29])[cH:20][cH:21]2)[cH:12][cH:13][cH:14][cH:15]1.[CH3:42][CH2:43][OH:44].[Na+:2].[OH-:1]>>[O:1]=[C:28]([c:27]1[n:23]([CH2:22][c:19]2[cH:18][cH:17][c:16](-[c:11]3[c:10]([C:8]([O:7][C:3]([CH3:4])([CH3:5])[CH3:6])=[O:9])[cH:15][cH:14][cH:13][cH:12]3)[cH:21][cH:20]2)[c:24]([CH2:38][CH2:39][CH2:40][CH3:41])[n:25][c:26]1[C:30]([CH:31]([CH3:32])[CH3:33])([CH:34]([CH3:35])[CH3:36])[OH:37])[NH2:29].